This data is from the Open Reaction Database (ORD), a public repository of structured organic reaction records. The task is: describe an organic reaction: reactants, conditions, products, and yield The reactants are CC(C)(C)OC(=O)N1CCN(c2ccc(N)nc2)CC1, Cc1ccccc1, COCCOCc1cc2cnc(S(C)=O)nc2n(C2CCCC2)c1=O. Yields the product COCCOCc1cc2cnc(Nc3ccc(N4CCN(C(=O)OC(C)(C)C)CC4)cn3)nc2n(C2CCCC2)c1=O. As a reaction SMILES: [C:26]([CH3:27])([CH3:28])([CH3:29])[O:30][C:31](=[O:32])[N:33]1[CH2:34][CH2:35][N:36]([c:39]2[cH:40][n:41][c:42]([NH2:45])[cH:43][cH:44]2)[CH2:37][CH2:38]1.[CH3:46][c:47]1[cH:48][cH:49][cH:50][cH:51][cH:52]1.[CH:1]1([n:6]2[c:7](=[O:25])[c:8]([CH2:19][O:20][CH2:21][CH2:22][O:23][CH3:24])[cH:9][c:10]3[c:11]2[n:12][c:13]([S:16]([CH3:17])=[O:18])[n:14][cH:15]3)[CH2:2][CH2:3][CH2:4][CH2:5]1>>[CH:1]1([n:6]2[c:7](=[O:25])[c:8]([CH2:19][O:20][CH2:21][CH2:22][O:23][CH3:24])[cH:9][c:10]3[c:11]2[n:12][c:13]([NH:45][c:42]2[n:41][cH:40][c:39]([N:36]4[CH2:35][CH2:34][N:33]([C:31]([O:30][C:26]([CH3:27])([CH3:28])[CH3:29])=[O:32])[CH2:38][CH2:37]4)[cH:44][cH:43]2)[n:14][cH:15]3)[CH2:2][CH2:3][CH2:4][CH2:5]1. The reactants are C(C)(C)(C)OC(CCC1=NC(=CC=C1O)C(=O)OC(C)(C)C)=O (3-(6-tert-butoxycarbonyl-3-hydroxy-2-pyridyl)-propionic acid-tert-butyl ester), BrCCCC/C=C/C1=CC=C(C=C1)OC ((1E)-6-bromo-1-(4-methoxyphenyl)-1-hexene). Product: C(C)(C)(C)OC(CCC1=NC(=CC=C1OCCCC\C=C\C1=CC=C(C=C1)OC)C(=O)OC(C)(C)C)=O (3-{6-tert-butoxycarbonyl-3-[6-(4-methoxyphenyl)-(5E)-5-hexenyloxy]-2-pyridyl}-propionic acid-tert-butyl ester). Isolated yield 50.3%. As a reaction SMILES: [C:1]([O:5][C:6](=[O:23])[CH2:7][CH2:8][C:9]1[C:14]([OH:15])=[CH:13][CH:12]=[C:11]([C:16]([O:18][C:19]([CH3:22])([CH3:21])[CH3:20])=[O:17])[N:10]=1)([CH3:4])([CH3:3])[CH3:2].Br[CH2:25][CH2:26][CH2:27][CH2:28]/[CH:29]=[CH:30]/[C:31]1[CH:36]=[CH:35][C:34]([O:37][CH3:38])=[CH:33][CH:32]=1>>[C:1]([O:5][C:6](=[O:23])[CH2:7][CH2:8][C:9]1[C:14]([O:15][CH2:25][CH2:26][CH2:27][CH2:28]/[CH:29]=[CH:30]/[C:31]2[CH:32]=[CH:33][C:34]([O:37][CH3:38])=[CH:35][CH:36]=2)=[CH:13][CH:12]=[C:11]([C:16]([O:18][C:19]([CH3:22])([CH3:21])[CH3:20])=[O:17])[N:10]=1)([CH3:4])([CH3:3])[CH3:2]. Procedure details: Under the conditions of example 1 D, 440 mg of 3-(6-tert-butoxycarbonyl-3-hydroxy-2-pyridyl)-propionic acid-tert-butyl ester is reacted with 367 mg of (1E)-6-bromo-1-(4-methoxyphenyl)-1-hexene, worked up, and the crude product is chromatographed on silica gel with hexane/0-8% ethyl acetate. 350 mg of 3-{6-tert-butoxycarbonyl-3-[6-(4-methoxyphenyl)-(5E)-5-hexenyloxy]-2-pyridyl}-propionic acid-tert-butyl ester is obtained as oil. Starting materials: Cl.N1=CC=CC=C1 (pyridine hydrochloride), COC1=CC=C(C=C1)C1=NSC(=N1)S(=O)(=O)N (3-(4-methoxyphenyl)-1,2,4-thiadiazole-5-sulfonamide), ice water. Product: OC1=CC=C(C=C1)C1=NSC(=N1)S(=O)(=O)N (3-(4-Hydroxyphenyl)-1,2,4-thiadiazole-5-sulfonamide). Yield: 7.5%. Reaction SMILES: Cl.N1C=CC=CC=1.C[O:9][C:10]1[CH:15]=[CH:14][C:13]([C:16]2[N:20]=[C:19]([S:21]([NH2:24])(=[O:23])=[O:22])[S:18][N:17]=2)=[CH:12][CH:11]=1>>[OH:9][C:10]1[CH:15]=[CH:14][C:13]([C:16]2[N:20]=[C:19]([S:21]([NH2:24])(=[O:23])=[O:22])[S:18][N:17]=2)=[CH:12][CH:11]=1 |f:0.1|. Reported procedure: To 35 g of pyridine hydrochloride at 200° was added 28 g of 3-(4-methoxyphenyl)-1,2,4-thiadiazole-5-sulfonamide with stirring. The resulting mixture was maintained at 200°-4° for 10 minutes, cooled slightly, poured into excess ice water and extracted with ethyl acetate (3×). The organics were dried over anhydrous magnesium sulfate and concentrated to give 2.0 g of solid. Flash chromatography using 10% ethyl acetate/dichloromethane as eluent gave 1.0 g of solid. This was combined with 0.5 g of th... The reactants are O (water), CN(C(=S)Cl)C1=NC(=CC=C1)C (N-methyl-N-(6-methyl-2-pyridyl)thiocarbamoylchloride), ClC1=C(C=C(C=C1)O)C (4-chloro-3-methylphenol), C([O-])([O-])=O.[K+].[K+] (potassium carbonate). The solvent is C(C)C(=O)C (methyl ethyl ketone). Product: CN(C(OC1=CC(=C(C=C1)Cl)C)=S)C1=NC(=CC=C1)C (O-4-chloro-3-methylphenyl N-methyl-N-(6-methyl-2-pyridyl)thiocarbamate). The yield is 34.8%. As a reaction SMILES: [CH3:1][N:2]([C:6]1[CH:11]=[CH:10][CH:9]=[C:8]([CH3:12])[N:7]=1)[C:3](Cl)=[S:4].[Cl:13][C:14]1[CH:19]=[CH:18][C:17]([OH:20])=[CH:16][C:15]=1[CH3:21].C(=O)([O-])[O-].[K+].[K+].O>C(C(C)=O)C>[CH3:1][N:2]([C:6]1[CH:11]=[CH:10][CH:9]=[C:8]([CH3:12])[N:7]=1)[C:3](=[S:4])[O:20][C:17]1[CH:18]=[CH:19][C:14]([Cl:13])=[C:15]([CH3:21])[CH:16]=1 |f:2.3.4|. Procedure: A mixture of 2.01 g of N-methyl-N-(6-methyl-2-pyridyl)thiocarbamoylchloride, 1.43 g of 4-chloro-3-methylphenol, and 1.38 g of potassium carbonate in 50 ml of methyl ethyl ketone was refluxed for 48 hours. After the reaction mixture was cooled to room temperature, it was poured into cold water and the product was extracted with benzene. The benzene solution, successively washed with water and brine, was dried over anhydrous magnesium sulfate. The residue obtained by the removal of benzene under r... Reported procedure: (3R,4R,5S)-5-(Difluoromethyl)-1-(methanesulfonyl)piperidine 3,4-diol (8b; Z=SO2; R5=Me). Following General Procedure D except that the reaction was run at room temperature and using methanesulfonyl chloride (0.16 g, 1.4 mmol), the title compound was obtained as a white solid (0.17 g, 51%). 1H NMR (DMSO-d6) 6.2 (t, 1H, J=53 Hz), 5.43 (d, 1H, ex), 5.38 (d, 1H, ex), 3.2-3.7 (m, 4H), 2.95 (s, 3H), 2.85 (m, 1H), 2.7 (t, 1H), 2.1 (br s, 1H). (3R,4R,5S)-5-(Difluoromethyl)-1-tosylpiperidine 3,4-diol (8b... Product: Cl.FC([C@@H]1[C@H]([C@@H](CNC1)O)O)F ((3R,4R,5S)-5-(Difluoromethyl)piperidine 3,4-diol Hydrochloride), solid. Starting materials: CS(=O)(=O)Cl (methanesulfonyl chloride), FC([C@@H]1[C@H]([C@@H](CN(C1)S(=O)(=O)C)O)O)F ((3R,4R,5S)-5-(Difluoromethyl)-1-(methanesulfonyl)piperidine 3,4-diol), 8b. The yield is 51.0%. Reaction SMILES: [F:1][CH:2]([F:15])[C@H:3]1[CH2:8][N:7](S(C)(=O)=O)[CH2:6][C@@H:5]([OH:13])[C@@H:4]1[OH:14].CS([Cl:20])(=O)=O>>[ClH:20].[F:15][CH:2]([F:1])[C@H:3]1[CH2:8][NH:7][CH2:6][C@@H:5]([OH:13])[C@@H:4]1[OH:14] |f:2.3|. The reactants are C(C)(C)NC1=NC(=CC(=C1)C1=CN=C2N1C=CC(=C2)C=2C=C(C=O)C=CC2)C2=CC=CC=C2 (3-[3-(2-isopropylamino-6-phenyl-pyridin-4-yl)-imidazo[1,2-a]pyridin-7-yl]-benzaldehyde), C(C)N (ethyl amine), C(C)(=O)O (acetic acid), C(C)(=O)O[BH-](OC(C)=O)OC(C)=O.[Na+] (sodium triacetoxyborohydride). Run in CO (MeOH), C(Cl)Cl (CH2Cl2). Run at time 30 minute. Yields the product C(C)NCC=1C=C(C=CC1)C1=CC=2N(C=C1)C(=CN2)C2=CC(=NC(=C2)C2=CC=CC=C2)NC(C)C ({4-[7-(3-ethylaminomethyl-phenyl)-imidazo[1,2-a]pyridin-3-yl]-6-phenyl-pyridin-2-yl}-isopropyl-amine). RXN SMILES: [CH:1]([NH:4][C:5]1[CH:10]=[C:9]([C:11]2[N:15]3[CH:16]=[CH:17][C:18]([C:20]4[CH:21]=[C:22]([CH:25]=[CH:26][CH:27]=4)[CH:23]=O)=[CH:19][C:14]3=[N:13][CH:12]=2)[CH:8]=[C:7]([C:28]2[CH:33]=[CH:32][CH:31]=[CH:30][CH:29]=2)[N:6]=1)([CH3:3])[CH3:2].[CH2:34]([NH2:36])[CH3:35].C(O)(=O)C.C(O[BH-](OC(=O)C)OC(=O)C)(=O)C.[Na+]>CO.C(Cl)Cl>[CH2:34]([NH:36][CH2:23][C:22]1[CH:21]=[C:20]([C:18]2[CH:17]=[CH:16][N:15]3[C:11]([C:9]4[CH:8]=[C:7]([C:28]5[CH:29]=[CH:30][CH:31]=[CH:32][CH:33]=5)[N:6]=[C:5]([NH:4][CH:1]([CH3:2])[CH3:3])[CH:10]=4)=[CH:12][N:13]=[C:14]3[CH:19]=2)[CH:27]=[CH:26][CH:25]=1)[CH3:35] |f:3.4|. Procedure details: To a solution of 3-[3-(2-isopropylamino-6-phenyl-pyridin-4-yl)-imidazo[1,2-a]pyridin-7-yl]-benzaldehyde (Ex. 1.186) (1 eq, 0.055 mmol, 30 mg) in MeOH (2 ml) is added ethyl amine (10 eq, 0.55, 0.27 ml) and acetic acid (2 eq, 0.11 mmol, 6.59 mg) and the reaction mixture is stirred at room temperature for 30 min. After this time sodium triacetoxyborohydride (5 eq, 0.27 mmol, 58.2 mg) is added to the reaction mixture and is stirred for a further 2 h. The reaction is diluted with CH2Cl2 and the organ... Starting materials: COC1=C(C=CC=C1OC1=C(C=CC=C1)Cl)CCC(=O)O (3-[2-Methoxy-3-(2-chlorophenoxy)phenyl]propionic acid). Solvent: I (hydriodic acid), C(C)(=O)OC(C)=O (acetic anhydride). Product: OC1=C(C=CC=C1OC1=C(C=CC=C1)Cl)CCC(=O)O (3-[2-hydroxy-3-(2-chlorophenoxy)phenyl]propionic acid). Isolated yield 41.9%. RXN SMILES: C[O:2][C:3]1[C:8]([O:9][C:10]2[CH:15]=[CH:14][CH:13]=[CH:12][C:11]=2[Cl:16])=[CH:7][CH:6]=[CH:5][C:4]=1[CH2:17][CH2:18][C:19]([OH:21])=[O:20]>I.C(OC(=O)C)(=O)C>[OH:2][C:3]1[C:8]([O:9][C:10]2[CH:15]=[CH:14][CH:13]=[CH:12][C:11]=2[Cl:16])=[CH:7][CH:6]=[CH:5][C:4]=1[CH2:17][CH2:18][C:19]([OH:21])=[O:20]. Procedure details: 3-[2-Methoxy-3-(2-chlorophenoxy)phenyl]propionic acid (5.0 g) was dissolved in a mixture of 48% hydriodic acid (30 ml) and acetic anhydride (15 ml). The mixture was treated in a similar manner to that of Example 1-(5) and recrystallized from a mixture of benzene and n-hexane to give colorless crystals of 3-[2-hydroxy-3-(2-chlorophenoxy)phenyl]propionic acid (2.0 g). mp 90°-92° C.